Dataset: the Open Reaction Database (ORD), a public repository of structured organic reaction records. Task: describe an organic reaction: reactants, conditions, products, and yield The reactants are CCOC(CCC(C#N)c1ccc(OC)c(OC)c1)OCC, [I-], [I-], CC(C)I, [Na+], O. Yields the product CCOC(CCC(C#N)(c1ccc(OC)c(OC)c1)C(C)C)OCC. As a reaction SMILES: [CH2:1]([CH3:2])[O:3][CH:4]([CH2:5][CH2:6][CH:7]([C:8]#[N:9])[c:10]1[cH:11][c:12]([O:18][CH3:19])[c:13]([O:16][CH3:17])[cH:14][cH:15]1)[O:20][CH2:21][CH3:22].[I-:23].[I-:28].[I:24][CH:25]([CH3:26])[CH3:27].[Na+:29].[OH2:30]>>[CH2:1]([CH3:2])[O:3][CH:4]([CH2:5][CH2:6][C:7]([C:8]#[N:9])([c:10]1[cH:11][c:12]([O:18][CH3:19])[c:13]([O:16][CH3:17])[cH:14][cH:15]1)[CH:25]([CH3:26])[CH3:27])[O:20][CH2:21][CH3:22]. Yields the product COC(=O)c1ccccc1C(C)=O. The reactants are O=C([O-])[O-], CC(=O)c1ccccc1C(=O)O, CI, CN(C)C=O, [K+], [K+]. As a reaction SMILES: [C:3](=[O:4])([O-:5])[O-:6].[C:9]([CH3:10])(=[O:11])[c:12]1[c:13]([C:14](=[O:15])[OH:16])[cH:17][cH:18][cH:19][cH:20]1.[CH3:1][I:2].[CH3:21][N:22]([CH3:23])[CH:24]=[O:25].[K+:7].[K+:8]>>[CH3:3][O:16][C:14]([c:13]1[c:12]([C:9]([CH3:10])=[O:11])[cH:20][cH:19][cH:18][cH:17]1)=[O:15]. Starting materials: CC(=C(C)C1=CC=C(C(=O)OC)C=C1)C (methyl 4-(3-methylbut-2-en-2-yl)benzoate), [H][H] (hydrogen). The reagents and catalysts are [Pd] (Pd/C). Run in CO (methanol). Product: CC(C(C)C1=CC=C(C(=O)OC)C=C1)C (methyl 4-(3-methylbutan-2-yl)benzoate). Yield: 97.0%. As a reaction SMILES: [CH3:1][C:2]([CH3:15])=[C:3]([C:5]1[CH:14]=[CH:13][C:8]([C:9]([O:11][CH3:12])=[O:10])=[CH:7][CH:6]=1)[CH3:4].[H][H]>CO.[Pd]>[CH3:1][CH:2]([CH3:15])[CH:3]([C:5]1[CH:6]=[CH:7][C:8]([C:9]([O:11][CH3:12])=[O:10])=[CH:13][CH:14]=1)[CH3:4]. Reported procedure: To a solution methyl 4-(3-methylbut-2-en-2-yl)benzoate (0.2 g, 1.0 mmol) in methanol (30 mL) was added Pd/C (0.50 g). The reaction mixture was stirred at room temperature for 3 hour at 4 atm of hydrogen, after the reaction, it was filtered, and the filtrate was removed in vacuo to give pure product methyl 4-(3-methylbutan-2-yl)benzoate (0.20 g, 100%) as the colorless oil. The product is FC(C(C(F)(F)F)(OC(C(C(F)(F)F)(F)F)(F)F)F)(F)OC (methyl 1,1,2,3,3,3-hexafluoro-2-(heptafluoropropoxy)propyl ether). As a reaction SMILES: F[C:2](F)(F)S(OC)(=O)=O.[F:10][C:11]([F:30])([C:13]([F:29])([O:18][C:19]([F:28])([F:27])[C:20]([F:26])([F:25])[C:21]([F:24])([F:23])[F:22])[C:14]([F:17])([F:16])[F:15])[O-:12].CN([S+](N(C)C)N(C)C)C>C(#N)C1C=CC=CC=1>[F:10][C:11]([O:12][CH3:2])([F:30])[C:13]([F:29])([O:18][C:19]([F:27])([F:28])[C:20]([F:26])([F:25])[C:21]([F:22])([F:24])[F:23])[C:14]([F:17])([F:16])[F:15] |f:1.2|. Reactants: FC(S(=O)(=O)OC)(F)F (Methyl trifluoromethanesulfonate), FC([O-])(C(C(F)(F)F)(OC(C(C(F)(F)F)(F)F)(F)F)F)F.CN(C)[S+](N(C)C)N(C)C (tris(dimethylamino)sulfonium 1,1,2,3,3,3-hexafluoro-2-(heptafluoropropoxy)propoxide). The yield is 58.0%. Run in C(C1=CC=CC=C1)#N (benzonitrile). Reported procedure: Methyl trifluoromethanesulfonate, 4.92 g (0.03 mol), was added dropwise to 0.03 mol of tris(dimethylamino)sulfonium 1,1,2,3,3,3-hexafluoro-2-(heptafluoropropoxy)propoxide (prepared as in Example 13) in 30 mL of benzonitrile. The reaction mixture was stirred for 1.5 h and then the more volatile portion of the reaction mixture was distilled out at reduced pressure and redistilled at atmospheric pressure to give 6.39 g (58%) of methyl 1,1,2,3,3,3-hexafluoro-2-(heptafluoropropoxy)propyl ether as a c... Reaction conditions: time 1.5 hour. Yields the product C=CC(C)OC(=O)Nc1cnc2[nH]c(-c3ccccc3)nc2c1. Starting materials: C=CC(C)OC(=O)Cl, ClCCl, O, Nc1cnc2[nH]c(-c3ccccc3)nc2c1, c1ccncc1. RXN SMILES: [Cl:17][C:18](=[O:19])[O:20][CH:21]([CH3:22])[CH:23]=[CH2:24].[Cl:31][CH2:32][Cl:33].[OH2:34].[c:1]1(-[c:7]2[n:8][c:9]3[c:10]([n:11][cH:12][c:13]([NH2:15])[cH:14]3)[nH:16]2)[cH:2][cH:3][cH:4][cH:5][cH:6]1.[cH:25]1[cH:26][cH:27][n:28][cH:29][cH:30]1>>[c:1]1(-[c:7]2[n:8][c:9]3[c:10]([n:11][cH:12][c:13]([NH:15][C:18](=[O:19])[O:20][CH:21]([CH3:22])[CH:23]=[CH2:24])[cH:14]3)[nH:16]2)[cH:2][cH:3][cH:4][cH:5][cH:6]1. Starting materials: OC1=CC=C(C=C1)C1=CC(=CC=C1)C(=O)OCC (ethyl 4′-hydroxy-1,1′-biphenyl-3-carboxylate), CN(C=O)C (N,N-dimethylformamide), [I-].[K+] (potassium iodide), II (iodine). Solvent: N (ammonia), O (water). Reaction conditions: time 1 hour. Yields the product OC1=C(C=C(C=C1)C1=CC(=CC=C1)C(=O)OCC)I (ethyl 4′-hydroxy-3′-iodo-1,1′-biphenyl-3-carboxylate), solid. Isolated yield 37.0%. RXN SMILES: [OH:1][C:2]1[CH:7]=[CH:6][C:5]([C:8]2[CH:13]=[CH:12][CH:11]=[C:10]([C:14]([O:16][CH2:17][CH3:18])=[O:15])[CH:9]=2)=[CH:4][CH:3]=1.CN(C)C=O.[I-:24].[K+].II>N.O>[OH:1][C:2]1[CH:3]=[CH:4][C:5]([C:8]2[CH:13]=[CH:12][CH:11]=[C:10]([C:14]([O:16][CH2:17][CH3:18])=[O:15])[CH:9]=2)=[CH:6][C:7]=1[I:24] |f:2.3|. Procedure details: The product from Example 143A (7.71 g, 31.8 mmol) was dissolved into N,N-dimethylformamide (30 mL), diluted with concentrated aqueous ammonia (320 mL), and treated with a solution of potassium iodide (27.72 g, 167 mmol) and iodine (8.48 g, 33.4 mmol) in water (100 mL) all at once. After the mixture was stirred for one hour, the ammonia was removed under reduced pressure on a rotary evaporator. The remaining solution was neutralized to pH 7 with aqueous hydrochloric acid, diluted with EtOAc (200 ... Starting materials: C(#N)C1=C(C(=O)OCC)C=C(C=C1)OC (ethyl 2-cyano-5-methoxybenzoate), [Li+].[BH4-] (LiBH4), [Li+].[BH4-] (LiBH4). Solvent: C1CCOC1 (THF), C1CCOC1 (THF), C1CCOC1 (THF). Reaction conditions: time 19 hour. Yields the product C(#N)C1=C(CO)C=C(C=C1)OC (2-Cyano-5-methoxybenzyl alcohol). Reaction SMILES: [C:1]([C:3]1[CH:13]=[CH:12][C:11]([O:14][CH3:15])=[CH:10][C:4]=1[C:5](OCC)=[O:6])#[N:2].[Li+].[BH4-]>C1COCC1>[C:1]([C:3]1[CH:13]=[CH:12][C:11]([O:14][CH3:15])=[CH:10][C:4]=1[CH2:5][OH:6])#[N:2] |f:1.2|. Procedure details: To a solution of ethyl 2-cyano-5-methoxybenzoate (5 g, 24 mmol) in THF (100 mL) at room temperature was added a solution of LiBH4 in THF (2M, 12 mL, 24 mmol). After 19 h, there was about 60% conversion of starting material. An additional quantity of LiBH4 in THF (2M, 12 mL, 24 mmol) was added and stirring continued for an additional 15 h. The solvent was removed under reduced pressure then water was carefully added to the residue. Excess hydride was destroyed by careful proportionwise addition o... Starting materials: O=C(n1ccnc1)n1ccnc1, CC(C)(C)[O-], CS(C)=O, ClCCl, Cl, O=C(O)Cc1ccc(F)cc1F, O=C(Cc1ccc(F)cc1F)n1ccnc1, [K+], C[N+](=O)[O-], O. The product is O=C(Cc1ccc(F)cc1F)C[N+](=O)[O-]. Reaction SMILES: [C:13]([n:14]1[cH:15][cH:16][n:17][cH:18]1)([n:19]1[cH:20][cH:21][n:22][cH:23]1)=[O:24].[CH3:25][C:26]([CH3:27])([O-:28])[CH3:29].[CH3:53][S:54](=[O:55])[CH3:56].[Cl:57][CH2:58][Cl:59].[ClH:51].[F:1][c:2]1[c:3]([CH2:9][C:10](=[O:11])[OH:12])[cH:4][cH:5][c:6]([F:8])[cH:7]1.[F:35][c:36]1[cH:37][c:38]([F:39])[cH:40][cH:41][c:42]1[CH2:43][C:44]([n:45]1[cH:46][cH:47][n:48][cH:49]1)=[O:50].[K+:30].[N+:31](=[O:32])([O-:33])[CH3:34].[OH2:52]>>[F:1][c:2]1[c:3]([CH2:9][C:10](=[O:12])[CH2:34][N+:31](=[O:32])[O-:33])[cH:4][cH:5][c:6]([F:8])[cH:7]1. Starting materials: C(CCC)[Li] (n-butyllithium), C(CCC)[Li] (n-butyllithium), C(C)(=O)C1=C(OC(=C1)C)C (3-acetyl-2,5-dimethylfuran), CC=1N=CSC1 (4-Methylthiazole), C[Si](C)(C)Cl (trimethylsilylchloride), C(O)([O-])=O.[Na+] (sodium hydrogen carbonate). The solvent is O1CCCC1 (tetrahydrofuran). Conditions: temperature -70 celsius, time 1 hour. Yields the product CC=1OC(=CC1C(C)(O)C1=C(N=CS1)C)C (1-(2,5-Dimethyl-3-furyl)-1-(4-methyl-5-thiazolyl)ethanol). Reaction SMILES: [CH3:1][C:2]1[N:3]=[CH:4][S:5][CH:6]=1.C([Li])CCC.C[Si](Cl)(C)C.[C:17]([C:20]1[CH:24]=[C:23]([CH3:25])[O:22][C:21]=1[CH3:26])(=[O:19])[CH3:18].C(=O)([O-])O.[Na+]>O1CCCC1>[CH3:26][C:21]1[O:22][C:23]([CH3:25])=[CH:24][C:20]=1[C:17]([C:6]1[S:5][CH:4]=[N:3][C:2]=1[CH3:1])([OH:19])[CH3:18] |f:4.5|. Procedure details: 4-Methylthiazole (6.51 g) in dry tetrahydrofuran (50 ml) was stirred under an atmosphere of dry nitrogen and cooled to -70° C. and n-butyllithium (2.5M solution in hexane, 29 ml) was added dropwise. After 30 minutes trimethylsilylchloride (7.14 g) was added and the mixture was allowed to warm to room temperature. After 30 minutes the mixture was again cooled to -70° C. and n-butyllithium (2.5M solution in hexane, 29 ml) was added dropwise. After 30 minutes 3-acetyl-2,5-dimethylfuran (10 g) was a...